Dataset: the Open Reaction Database (ORD), a public repository of structured organic reaction records. Task: describe an organic reaction: reactants, conditions, products, and yield Starting materials: C(C)(C)(C)OC(=O)N(C=1SC=C(N1)CC(=O)OCC)CC1=CC=C(C=C1)OC (ethyl 2-[2-[tert-butoxycarbonyl-[(4-methoxyphenyl)methyl]amino]thiazol-4-yl]acetate), C1(=CC=C(C=C1)S(=O)(=O)N=[N+]=[N-])C (para-toluene sulfonyl azide), C1CCC2=NCCCN2CC1 (DBU). Run in ice, C(C)#N (acetonitrile). Reaction conditions: time 30 minute. Yields the product C(C)(C)(C)OC(=O)N(C=1SC=C(N1)C(C(=O)OCC)=[N+]=[N-])CC1=CC=C(C=C1)OC (Ethyl 2-[2-[tert-butoxycarbonyl-[(4-methoxyphenyl)methyl]amino]thiazol-4-yl]-2-diazo-acetate). Isolated yield 81.6%. As a reaction SMILES: [C:1]([O:5][C:6]([N:8]([CH2:20][C:21]1[CH:26]=[CH:25][C:24]([O:27][CH3:28])=[CH:23][CH:22]=1)[C:9]1[S:10][CH:11]=[C:12]([CH2:14][C:15]([O:17][CH2:18][CH3:19])=[O:16])[N:13]=1)=[O:7])([CH3:4])([CH3:3])[CH3:2].C1(C)C=CC(S([N:38]=[N+:39]=[N-])(=O)=O)=CC=1.C1CCN2C(=NCCC2)CC1>C(#N)C>[C:1]([O:5][C:6]([N:8]([CH2:20][C:21]1[CH:22]=[CH:23][C:24]([O:27][CH3:28])=[CH:25][CH:26]=1)[C:9]1[S:10][CH:11]=[C:12]([C:14](=[N+:38]=[N-:39])[C:15]([O:17][CH2:18][CH3:19])=[O:16])[N:13]=1)=[O:7])([CH3:4])([CH3:2])[CH3:3]. Procedure details: To a solution of ethyl 2-[2-[tert-butoxycarbonyl-[(4-methoxyphenyl)methyl]amino]thiazol-4-yl]acetate (synthesized as per preparation 44; 3.8 g, 9.35 mmol) in dry acetonitrile was added para-toluene sulfonyl azide (2.04 g, 10.3 mmol) followed by DBU (2.09 mL, 14.0 mmol) in dropwise manner. The reaction stirred for 30 min. then poured in ice cold water (20 mL) extracted with ethyl acetate (3×20 mL). The organic layer was washed with brine, dried over anhydrous sodium sulfate, and concentrated unde...